The task is: describe an organic reaction: reactants, conditions, products, and yield. This data is from the Open Reaction Database (ORD), a public repository of structured organic reaction records. The reactants are BrC=1C=NC=C(C1)Br (3,5-dibromo-pyridin), CC1(OB(OC1(C)C)C=1C=NC2=CC=CC=C2C1)C (3-(4,4,5,5-tetramethyl-[1,3,2]dioxaborolan-2-yl)-quinoline), C(=O)([O-])[O-].[K+].[K+] (K2CO3), C1CCOC1 (THF). The reagents and catalysts are [Br-].C(CCC)[N+](CCCC)(CCCC)CCCC (tetrabutylammoniumbromide), C=1C=CC(=CC1)[P](C=2C=CC=CC2)(C=3C=CC=CC3)[Pd]([P](C=4C=CC=CC4)(C=5C=CC=CC5)C=6C=CC=CC6)([P](C=7C=CC=CC7)(C=8C=CC=CC8)C=9C=CC=CC9)[P](C=1C=CC=CC1)(C=1C=CC=CC1)C=1C=CC=CC1 (tetrakis(triphenylphosphine)palladium(0)). The solvent is C1(=CC=CC=C1)C (toluene), O (water). Reaction conditions: temperature 100 celsius. The product is BrC=1C=C(C=NC1)C=1C=NC2=CC=CC=C2C1 (3-(5-bromo-pyridin-3-yl)-quinoline). Yield: 98.4%. As a reaction SMILES: Br[C:2]1[CH:3]=[N:4][CH:5]=[C:6]([Br:8])[CH:7]=1.CC1(C)C(C)(C)OB([C:17]2[CH:18]=[N:19][C:20]3[C:25]([CH:26]=2)=[CH:24][CH:23]=[CH:22][CH:21]=3)O1.C([O-])([O-])=O.[K+].[K+].C1COCC1>[Br-].C([N+](CCCC)(CCCC)CCCC)CCC.C1C=CC([P]([Pd]([P](C2C=CC=CC=2)(C2C=CC=CC=2)C2C=CC=CC=2)([P](C2C=CC=CC=2)(C2C=CC=CC=2)C2C=CC=CC=2)[P](C2C=CC=CC=2)(C2C=CC=CC=2)C2C=CC=CC=2)(C2C=CC=CC=2)C2C=CC=CC=2)=CC=1.O.C1(C)C=CC=CC=1>[Br:8][C:6]1[CH:7]=[C:2]([C:17]2[CH:18]=[N:19][C:20]3[C:25]([CH:26]=2)=[CH:24][CH:23]=[CH:22][CH:21]=3)[CH:3]=[N:4][CH:5]=1 |f:2.3.4,6.7,^1:60,62,81,100|. Procedure: 1.11 g (4.7 mmol) of 3,5-dibromo-pyridin, 1.0 g (3.92 mmol) of 3-(4,4,5,5-tetramethyl-[1,3,2]dioxaborolan-2-yl)-quinoline, 0.45 g of tetrakis(triphenylphosphine)palladium(0), 7.84 ml of 2 M K2CO3 and 1.26 g of tetrabutylammoniumbromide were added to a 100 ml round-bottom flask in an argon atmosphere, and 30 ml of THF and 15 ml of toluene were added thereto. Then, the mixture was refluxed at 100° C. for 16 hours. When the mixture solution turned dark brown, water was added thereto and the mixture... Starting materials: Cc1ccc2c(c1)CCCN2, CCN(C(C)C)C(C)C, Clc1ncnc(Cl)n1, CN(C)C=O. Product: Cc1ccc2c(c1)CCCN2c1ncnc(Cl)n1. Reaction SMILES: [CH3:18][c:19]1[cH:20][c:21]2[c:26]([cH:27][cH:28]1)[NH:25][CH2:24][CH2:23][CH2:22]2.[CH:9]([N:10]([CH2:11][CH3:12])[CH:13]([CH3:14])[CH3:15])([CH3:16])[CH3:17].[Cl:1][c:2]1[n:3][cH:4][n:5][c:6]([Cl:8])[n:7]1.[O:29]=[CH:30][N:31]([CH3:32])[CH3:33]>>[c:2]1([N:25]2[CH2:24][CH2:23][CH2:22][c:21]3[cH:20][c:19]([CH3:18])[cH:28][cH:27][c:26]32)[n:3][cH:4][n:5][c:6]([Cl:8])[n:7]1. Reactants: C([O-])([O-])=O.[K+].[K+] (potassium carbonate), BrC1=C(C=C(C=C1)O)F (4-Bromo-3-fluorophenol), ClC=1C=CC(=NC1)F (5-chloro-2-fluoropyridine), CC1(NC(CCC1)(C)C)C (2,2,6,6-tetramethylpiperidine), crude residue, CS(=O)(=O)O.O=P12OP3(=O)OP(=O)(O1)OP(=O)(O2)O3 (Eaton's Reagent), C(CCC)[Li] (n-butyllithium). Solvent: CCOC(=O)C (EtOAc), CO (MeOH), C1CCOC1 (THF), C1CCOC1 (THF). Run at time 30 minute. Yields the product BrC=1C=C2C(C=3C(=NC=C(C3)Cl)OC2=CC1F)=O (7-bromo-3-chloro-8-fluoro-5H-chromeno[2,3-b]pyridin-5-one). Yield: 43.2%. Reaction SMILES: C([Li])CCC.CC1(C)CCCC(C)(C)N1.[Cl:16][C:17]1[CH:18]=[CH:19][C:20](F)=[N:21][CH:22]=1.[Br:24][C:25]1[CH:30]=[CH:29][C:28]([OH:31])=[CH:27][C:26]=1[F:32].[C:33](=O)([O-])[O-:34].[K+].[K+].CS(O)(=O)=O.O=P12OP3(OP(OP(O3)(O1)=O)(=O)O2)=O>C1COCC1.CCOC(C)=O.CO>[Br:24][C:25]1[CH:30]=[C:29]2[C:28](=[CH:27][C:26]=1[F:32])[O:31][C:20]1=[N:21][CH:22]=[C:17]([Cl:16])[CH:18]=[C:19]1[C:33]2=[O:34] |f:4.5.6,7.8|. Procedure: A solution of n-butyllithium (2.7N in heptanes; 165 mL, 445 mmol) in THF (300 mL) was cooled to −78° C. and treated with 2,2,6,6-tetramethylpiperidine (77 mL, 456 mmol). The reaction mixture was allowed to stir for 30 minutes. A solution of 5-chloro-2-fluoropyridine (50.0 g, 380 mmol) in THF (200 mL) was added drop wise over 30 minutes. After stirring for an additional 30 minutes, the reaction mixture was quenched by bubbling CO2 through the reaction mixture for 10 minutes. The reaction mixture ... Reactants: ClC1=CC(=C(C=N1)NC)C1=C(C=CC(=C1)F)C ([6-chloro-4-(5-fluoro-2-methyl-phenyl)-pyridin-3-yl]-methyl-amine), CS(=O)(=O)C=1C=C(C(=O)O)C=C(C1)C(F)(F)F (3-(methylsulfonyl)-5-(trifluoromethyl)benzoic acid). Yields the product ClC1=CC(=C(C=N1)N(C(C1=CC(=CC(=C1)C(F)(F)F)S(=O)(=O)C)=O)C)C1=C(C=CC(=C1)F)C (N-[6-Chloro-4-(5-fluoro-2-methyl-phenyl)-pyridin-3-yl]-3-methanesulfonyl-N-methyl-5-trifluoromethyl-benzamide). Reaction SMILES: [Cl:1][C:2]1[N:7]=[CH:6][C:5]([NH:8][CH3:9])=[C:4]([C:10]2[CH:15]=[C:14]([F:16])[CH:13]=[CH:12][C:11]=2[CH3:17])[CH:3]=1.[CH3:18][S:19]([C:22]1[CH:23]=[C:24]([CH:28]=[C:29]([C:31]([F:34])([F:33])[F:32])[CH:30]=1)[C:25]([OH:27])=O)(=[O:21])=[O:20]>>[Cl:1][C:2]1[N:7]=[CH:6][C:5]([N:8]([CH3:9])[C:25](=[O:27])[C:24]2[CH:28]=[C:29]([C:31]([F:34])([F:33])[F:32])[CH:30]=[C:22]([S:19]([CH3:18])(=[O:20])=[O:21])[CH:23]=2)=[C:4]([C:10]2[CH:15]=[C:14]([F:16])[CH:13]=[CH:12][C:11]=2[CH3:17])[CH:3]=1. Reported procedure: The title compound was prepared in analogy to example 90, from [6-chloro-4-(5-fluoro-2-methyl-phenyl)-pyridin-3-yl]-methyl-amine and 3-(methylsulfonyl)-5-(trifluoromethyl)benzoic acid (example 114, intermediate a) after a reaction time of 64 hours. The compound was purified by silica gel chromatography on a 20 g column using an MPLC (ISCO) system eluting with a gradient of n-heptane:EtOAc (100:0 to 20:80). The product was further purified by preparative HPLC (Gemini NX column) using a gradient o...